Dataset: the Open Reaction Database (ORD), a public repository of structured organic reaction records. Task: describe an organic reaction: reactants, conditions, products, and yield Starting materials: CNC(=O)Nc1ccc(CCOc2ccc(C=C3SC(=O)NC3=O)cc2)cc1, CC(=O)O, CN(C)C=O. The product is CNC(=O)Nc1ccc(CCOc2ccc(CC3SC(=O)NC3=O)cc2)cc1. Reaction SMILES: [CH3:1][NH:2][C:3]([NH:4][c:5]1[cH:6][cH:7][c:8]([CH2:11][CH2:12][O:13][c:14]2[cH:15][cH:16][c:17]([CH:18]=[C:19]3[C:20](=[O:25])[NH:21][C:22](=[O:24])[S:23]3)[cH:26][cH:27]2)[cH:9][cH:10]1)=[O:28].[CH3:29][C:30](=[O:31])[OH:32].[CH3:33][N:34]([CH3:35])[CH:36]=[O:37]>>[CH3:1][NH:2][C:3]([NH:4][c:5]1[cH:6][cH:7][c:8]([CH2:11][CH2:12][O:13][c:14]2[cH:15][cH:16][c:17]([CH2:18][CH:19]3[C:20](=[O:25])[NH:21][C:22](=[O:24])[S:23]3)[cH:26][cH:27]2)[cH:9][cH:10]1)=[O:28]. Reactants: CNC, Cl, COc1nc(Cl)nc(NC(=O)NS(=O)(=O)c2ccccc2OC(F)F)n1, C1COCCO1. Yields the product COc1nc(NC(=O)NS(=O)(=O)c2ccccc2OC(F)F)nc(N(C)C)n1. Reaction SMILES: [CH3:1][NH:2][CH3:3].[ClH:36].[F:4][CH:5]([O:6][c:7]1[c:8]([S:13](=[O:14])(=[O:15])[NH:16][C:17](=[O:18])[NH:19][c:20]2[n:21][c:22]([O:27][CH3:28])[n:23][c:24]([Cl:26])[n:25]2)[cH:9][cH:10][cH:11][cH:12]1)[F:29].[O:30]1[CH2:31][CH2:32][O:33][CH2:34][CH2:35]1>>[CH3:1][N:2]([CH3:3])[c:24]1[n:23][c:22]([O:27][CH3:28])[n:21][c:20]([NH:19][C:17]([NH:16][S:13]([c:8]2[c:7]([O:6][CH:5]([F:4])[F:29])[cH:12][cH:11][cH:10][cH:9]2)(=[O:14])=[O:15])=[O:18])[n:25]1. The reactants are CC(C)(C)OC(=O)NCc1ccccn1, CI, [H-], [Na+], C1CCOC1. The product is CN(Cc1ccccn1)C(=O)OC(C)(C)C. As a reaction SMILES: [C:1]([CH3:2])([CH3:3])([CH3:4])[O:5][C:6](=[O:7])[NH:8][CH2:9][c:10]1[n:11][cH:12][cH:13][cH:14][cH:15]1.[CH3:18][I:19].[H-:16].[Na+:17].[O:20]1[CH2:21][CH2:22][CH2:23][CH2:24]1>>[C:1]([CH3:2])([CH3:3])([CH3:4])[O:5][C:6](=[O:7])[N:8]([CH2:9][c:10]1[n:11][cH:12][cH:13][cH:14][cH:15]1)[CH3:18]. Reactants: C(C)N1C=C(C(C2=CC(=C(C(=C12)F)F)F)=O)C(=O)O (1-ethyl-6,7,8-trifluoro-1,4-dihydro-4-oxo-3-quinolinecarboxylic acid), C(C)(C)(C)N1C=C(C(C2=CC(=C(N=C12)Cl)F)=O)C(=O)O (1-(tert-butyl)-7-chloro-6-fluoro-1,4-dihydro-4-oxo-1,8-napthyridine-3-carboxylic acid), C(C)(C)N(C(C)C)CC (N,N-Diisopropylethylamine). Solvent: CO (methanol), C(Cl)Cl (CH2Cl2), CN(C)C=O (DMF), C(Cl)Cl (CH2Cl2), CN(C)C=O (DMF). The product is FC=1C(=C2C=3N(C(CO2)C)C=C(C(C3C1)=O)C(=O)O)N1CCN(CC1)C (9-fluoro-2,3-dihydro-3-methyl-10-(4-methyl-1-piperazinyl)-7-oxo-7H-pyrido[1,2,3-de]-1,4-benzoxazine-6-carboxylic acid). Reaction SMILES: C(N1C2C(=CC(F)=C(F)C=2F)[C:6](=[O:16])C(C(O)=O)=C1)C.[C:20]([N:24]1[C:33]2[C:28](=[CH:29][C:30]([F:35])=[C:31](Cl)[N:32]=2)[C:27](=[O:36])[C:26]([C:37]([OH:39])=[O:38])=[CH:25]1)([CH3:23])([CH3:22])C.[CH:40]([N:43]([CH2:47]C)[CH:44](C)[CH3:45])(C)[CH3:41]>CO.C(Cl)Cl.CN(C=O)C>[F:35][C:30]1[C:31]([N:32]2[CH2:45][CH2:44][N:43]([CH3:47])[CH2:40][CH2:41]2)=[C:6]2[O:16][CH2:23][CH:20]([CH3:22])[N:24]3[CH:25]=[C:26]([C:37]([OH:39])=[O:38])[C:27](=[O:36])[C:28]([CH:29]=1)=[C:33]23. Procedure: To a solution of Compound 4 (1.9 g), prepared in the same manner as Compound 5 in Example 11, in a 1:1 mixture of DMF and CH2Cl2 (60 mL) is slowly added a solution of Compound 3 (2.32 g) in a 1:1 mixture of DMF and CH2Cl2 (30 mL), under N2. N,N-Diisopropylethylamine (0.98 mL) is added dropwise and the reaction is allowed to stir at ambient temperature until complete. Upon completion, methanol (15 mL) is added and the mixture is stirred for 15 minutes. The volatiles are removed in vacuo until a s...